This data is from the Open Reaction Database (ORD), a public repository of structured organic reaction records. The task is: describe an organic reaction: reactants, conditions, products, and yield Starting materials: CC(C)(C)[Si](C)(C)Cl, O=C1C(Cc2c(Cl)cc(OCc3ccccc3)cc2Cl)CCN1C1CCC(O)CC1, CN(C)C=O, c1c[nH]cn1. The product is CC(C)(C)[Si](C)(C)OC1CCC(N2CCC(Cc3c(Cl)cc(OCc4ccccc4)cc3Cl)C2=O)CC1. RXN SMILES: [C:31]([CH3:32])([CH3:33])([CH3:34])[Si:35]([CH3:36])([CH3:37])[Cl:38].[CH2:1]([c:2]1[cH:3][cH:4][cH:5][cH:6][cH:7]1)[O:8][c:9]1[cH:10][c:11]([Cl:30])[c:12]([CH2:13][CH:14]2[C:15](=[O:26])[N:16]([CH:19]3[CH2:20][CH2:21][CH:22]([OH:25])[CH2:23][CH2:24]3)[CH2:17][CH2:18]2)[c:27]([Cl:29])[cH:28]1.[CH3:44][N:45]([CH3:46])[CH:47]=[O:48].[nH:39]1[cH:40][cH:41][n:42][cH:43]1>>[CH2:1]([c:2]1[cH:3][cH:4][cH:5][cH:6][cH:7]1)[O:8][c:9]1[cH:10][c:11]([Cl:30])[c:12]([CH2:13][CH:14]2[C:15](=[O:26])[N:16]([CH:19]3[CH2:20][CH2:21][CH:22]([O:25][Si:35]([C:31]([CH3:32])([CH3:33])[CH3:34])([CH3:36])[CH3:37])[CH2:23][CH2:24]3)[CH2:17][CH2:18]2)[c:27]([Cl:29])[cH:28]1.